Task: describe an organic reaction: reactants, conditions, products, and yield. Dataset: the Open Reaction Database (ORD), a public repository of structured organic reaction records The solvent is C(C)O (ethanol), [H][H] (hydrogen). The product is Cl.C1N[C@@H](CC=2C3=CC=CC=C3NC12)CC(=O)O ((3S)-1,2,3,4-tetrahydro-β-carboline-3-acetic acid hydrochloride). Procedure details: 0.55 g of (3S)-2-benzyloxycarbonyl-1,2,3,4-tetrahydro-β-carboline-3-acetic acid is dissolved in 12 ml of 80% aqueous ethanol. 0.5 g of 10% Pd-C and 3 ml of 10% HCl are added to the solution. The mixture is subjected to catalytic reduction in hydrogen gas under atmospheric pressure at room temperature. The catalyst is filtered off, and washed with ethanol. The filtrate and the washings are combined, and evaporated to remove the solvent. The residue is recrystallized from ethyl acetate. 290 mg of ... Reagents/catalysts: [Pd] (Pd-C). The reactants are C(C1=CC=CC=C1)OC(=O)N1CC=2NC3=CC=CC=C3C2C[C@H]1CC(=O)O ((3S)-2-benzyloxycarbonyl-1,2,3,4-tetrahydro-β-carboline-3-acetic acid), Cl (HCl). RXN SMILES: C(OC([N:11]1[C@H:23]([CH2:24][C:25]([OH:27])=[O:26])[CH2:22][C:21]2[C:20]3[C:15](=[CH:16][CH:17]=[CH:18][CH:19]=3)[NH:14][C:13]=2[CH2:12]1)=O)C1C=CC=CC=1.[ClH:28]>C(O)C.[H][H].[Pd]>[ClH:28].[CH2:12]1[C:13]2[NH:14][C:15]3[C:20](=[CH:19][CH:18]=[CH:17][CH:16]=3)[C:21]=2[CH2:22][C@@H:23]([CH2:24][C:25]([OH:27])=[O:26])[NH:11]1 |f:5.6|. The yield is 72.0%. Reactants: FC=1C=C(C=CC1)[Mg]Br (3-Fluorophenylmagnesium bromide), solution, C1CCOC1 (THF), NC=1C(=NC(=CN1)C1=CC(=CC=C1)C(=O)NCC1=CC=CC=C1)C(=O)N(C)OC (3-amino-6-{3-[(benzylamino)carbonyl]phenyl}-N-methoxy-N-methylpyrazine-2-carboxamide). Run in O (water). Reaction conditions: time 2 hour. The product is NC=1N=CC(=NC1C(=O)C1=CC(=CC=C1)F)C=1C=C(C(=O)NCC2=CC=CC=C2)C=CC1 (3-{5-Amino-6-[(3-fluorophenyl)carbonyl]pyrazin-2-yl}-N-(phenylmethyl)benzamide). The yield is 4.0%. Reaction SMILES: [F:1][C:2]1[CH:3]=[C:4]([Mg]Br)[CH:5]=[CH:6][CH:7]=1.C1COCC1.[NH2:15][C:16]1[C:17]([C:38](N(OC)C)=[O:39])=[N:18][C:19]([C:22]2[CH:27]=[CH:26][CH:25]=[C:24]([C:28]([NH:30][CH2:31][C:32]3[CH:37]=[CH:36][CH:35]=[CH:34][CH:33]=3)=[O:29])[CH:23]=2)=[CH:20][N:21]=1>O>[NH2:15][C:16]1[N:21]=[CH:20][C:19]([C:22]2[CH:23]=[C:24]([CH:25]=[CH:26][CH:27]=2)[C:28]([NH:30][CH2:31][C:32]2[CH:33]=[CH:34][CH:35]=[CH:36][CH:37]=2)=[O:29])=[N:18][C:17]=1[C:38]([C:4]1[CH:5]=[CH:6][CH:7]=[C:2]([F:1])[CH:3]=1)=[O:39]. Procedure details: 3-Fluorophenylmagnesium bromide (1.5 mL of a 0.5 M solution in TBF, 0.75 mmol) was added dropwise to a THF (10 mL) solution of 3-amino-6-{3-[(benzylamino)carbonyl]phenyl}-N-methoxy-N-methylpyrazine-2-carboxamide (0.10 g, 0.25 mmol) at 0° C. under N2. The reaction mixture was warmed to room temperature and stirred for 2 h. The mixture was diluted with water and extracted 3× with ethyl acetate. The combined organic layers were dried with magnesium sulfate, filtered, and concentrated under reduced ... Reactants: C(C)(=O)NC1=CC=C(C=N1)/C=C/C(=O)NCC(=O)N(C)C=1C(=C(COC=2C(=C(N)C=CC2)N)C(=CC1)Cl)Cl (3-[3-[N-[(E)-3-(6-acetamidopyridin-3-yl)acryloylglycyl]-N-methylamino]-2,6-dichlorobenzyloxy]-2-aminoaniline), C(OC)(OC)(OC)OC (tetramethyl orthocarbonate). The solvent is C(C)(=O)O (acetic acid). Conditions: time 8 hour. Product: C(C)(=O)NC1=CC=C(C=N1)/C=C/C(=O)NCC(=O)N(C)C=1C(=C(COC2=CC=CC=3NC(=NC32)OC)C(=CC1)Cl)Cl (4-[3-[N-[(E)-3-(6-acetamidopyridin-3-yl)acryloylglycyl]-N-methylamino]-2,6-dichlorobenzyloxy]-2-methoxy-1H-benzimidazole). Isolated yield 83.0%. As a reaction SMILES: [C:1]([NH:4][C:5]1[N:10]=[CH:9][C:8](/[CH:11]=[CH:12]/[C:13]([NH:15][CH2:16][C:17]([N:19]([C:21]2[C:22]([Cl:38])=[C:23]([C:34]([Cl:37])=[CH:35][CH:36]=2)[CH2:24][O:25][C:26]2[C:27]([NH2:33])=[C:28]([CH:30]=[CH:31][CH:32]=2)[NH2:29])[CH3:20])=[O:18])=[O:14])=[CH:7][CH:6]=1)(=[O:3])[CH3:2].[C:39](OC)(OC)(OC)[O:40][CH3:41]>C(O)(=O)C>[C:1]([NH:4][C:5]1[N:10]=[CH:9][C:8](/[CH:11]=[CH:12]/[C:13]([NH:15][CH2:16][C:17]([N:19]([C:21]2[C:22]([Cl:38])=[C:23]([C:34]([Cl:37])=[CH:35][CH:36]=2)[CH2:24][O:25][C:26]2[C:27]3[N:33]=[C:39]([O:40][CH3:41])[NH:29][C:28]=3[CH:30]=[CH:31][CH:32]=2)[CH3:20])=[O:18])=[O:14])=[CH:7][CH:6]=1)(=[O:3])[CH3:2]. Procedure details: To a solution of 3-[3-[N-[(E)-3-(6-acetamidopyridin-3-yl)acryloylglycyl]-N-methylamino]-2,6-dichlorobenzyloxy]-2-aminoaniline (735 mg) in acetic acid (7.4 ml) was added tetramethyl orthocarbonate (215 mg) at ambient temperature, and the mixture was stirred for 8 hours at the same temperature. The solvent was removed, and the residue was dissolved in chloroform. The solution was washed with saturated sodium bicarbonate solution, water and brine, dried over magnesium sulfate and concentrated in va... Starting materials: CC(C)(C)c1ccc(C(=O)Nc2ccccc2N)cc1, O=C([O-])[O-], ClCCl, O=C(Cl)c1ccc(Cl)cc1, [K+], [K+], [Na+], C1CCOC1, [OH-]. The product is CC(C)(C)c1ccc(C(=O)Nc2ccccc2NC(=O)c2ccc(Cl)cc2)cc1. RXN SMILES: [C:1]([CH3:2])([CH3:3])([CH3:4])[c:5]1[cH:6][cH:7][c:8]([C:9](=[O:10])[NH:11][c:12]2[c:13]([NH2:18])[cH:14][cH:15][cH:16][cH:17]2)[cH:19][cH:20]1.[C:31](=[O:32])([O-:33])[O-:34].[CH2:39]([Cl:40])[Cl:41].[Cl:21][C:22](=[O:23])[c:24]1[cH:25][cH:26][c:27]([Cl:28])[cH:29][cH:30]1.[K+:35].[K+:36].[Na+:38].[O:42]1[CH2:43][CH2:44][CH2:45][CH2:46]1.[OH-:37]>>[C:1]([CH3:2])([CH3:3])([CH3:4])[c:5]1[cH:6][cH:7][c:8]([C:9](=[O:10])[NH:11][c:12]2[c:13]([NH:18][C:22](=[O:23])[c:24]3[cH:25][cH:26][c:27]([Cl:28])[cH:29][cH:30]3)[cH:14][cH:15][cH:16][cH:17]2)[cH:19][cH:20]1. The reactants are CN1C(C2=CC=CC(=C2C1=O)[N+](=O)[O-])=O (2-methyl-4-nitro-1H-isoindole-1,3(2H)-dione), [H][H] (hydrogen). The reagents and catalysts are [Pd] (Pd/C). Run in C(C)(=O)O (acetic acid). Run at time 2 hour. Yields the product NC1=C2C(N(C(C2=CC=C1)=O)C)=O (4-Amino-2-methyl-1H-isoindole-1,3(2H)-dione). Isolated yield 181.4%. As a reaction SMILES: [CH3:1][N:2]1[C:10](=[O:11])[C:9]2[C:4](=[CH:5][CH:6]=[CH:7][C:8]=2[N+:12]([O-])=O)[C:3]1=[O:15].[H][H]>[Pd].C(O)(=O)C>[NH2:12][C:8]1[CH:7]=[CH:6][CH:5]=[C:4]2[C:9]=1[C:10](=[O:11])[N:2]([CH3:1])[C:3]2=[O:15]. Procedure details: A pressure reactor was charged with 2-methyl-4-nitro-1H-isoindole-1,3(2H)-dione (59.0 g, 0.286 mol), 1 L acetic acid, and 2 q 5% Pd/C. The reactor was pressurized to 48 psi hydrogen, and the exothermic reaction was complete in 2 hours. The catalyst was removed with hot filtration, and the filtrate combined with the contents of another reactor which contained 53.2 g of 3-nitrophthalimide under the same conditions. The acetic acid was removed at the rotovap, then the salt was cracked by adding 2 M...